From a dataset of the Open Reaction Database (ORD), a public repository of structured organic reaction records. describe an organic reaction: reactants, conditions, products, and yield The reactants are COC[C@@H](COCC1=CC=C(C=C1)[C@H]1C[C@H](N(C[C@@H]1OCC=1C=CC2=C(N(CCO2)CCCOC)C1)S(=O)(=O)C1=CC=C(C=C1)C)CC(C(=O)O)(C)C)C (3-[(2S,4R,5R)-4-[4-((S)-3-methoxy-2-methyl-propoxymethyl)-phenyl]-5-[4-(3-methoxy-propyl)-3,4-dihydro-2H-benzo[1,4]oxazin-6-ylmethoxy]-1-(toluene-4-sulfonyl)-piperidin-2-yl]-2,2-dimethyl-propionic acid), CN (methylamine). Yields the product COC[C@@H](COCC1=CC=C(C=C1)[C@H]1C[C@H](N(C[C@@H]1OCC=1C=CC2=C(N(CCO2)CCCOC)C1)S(=O)(=O)C1=CC=C(C=C1)C)CC(C(=O)NC)(C)C)C (3-[(2S,4R,5R)-4-[4-((S)-3-Methoxy-2-methyl-propoxymethyl)-phenyl]-5-[4-(3-methoxy-propyl)-3,4-dihydro-2H-benzo[1,4]oxazin-6-ylmethoxy]-1-(toluene-4-sulfonyl)-piperidin-2-yl]-2,2,N-trimethyl-propionamide). Reaction SMILES: [CH3:1][O:2][CH2:3][C@H:4]([CH3:54])[CH2:5][O:6][CH2:7][C:8]1[CH:13]=[CH:12][C:11]([C@@H:14]2[C@@H:19]([O:20][CH2:21][C:22]3[CH:23]=[CH:24][C:25]4[O:30][CH2:29][CH2:28][N:27]([CH2:31][CH2:32][CH2:33][O:34][CH3:35])[C:26]=4[CH:36]=3)[CH2:18][N:17]([S:37]([C:40]3[CH:45]=[CH:44][C:43]([CH3:46])=[CH:42][CH:41]=3)(=[O:39])=[O:38])[C@H:16]([CH2:47][C:48]([CH3:53])([CH3:52])[C:49]([OH:51])=O)[CH2:15]2)=[CH:10][CH:9]=1.[CH3:55][NH2:56]>>[CH3:1][O:2][CH2:3][C@H:4]([CH3:54])[CH2:5][O:6][CH2:7][C:8]1[CH:13]=[CH:12][C:11]([C@@H:14]2[C@@H:19]([O:20][CH2:21][C:22]3[CH:23]=[CH:24][C:25]4[O:30][CH2:29][CH2:28][N:27]([CH2:31][CH2:32][CH2:33][O:34][CH3:35])[C:26]=4[CH:36]=3)[CH2:18][N:17]([S:37]([C:40]3[CH:45]=[CH:44][C:43]([CH3:46])=[CH:42][CH:41]=3)(=[O:38])=[O:39])[C@H:16]([CH2:47][C:48]([CH3:53])([CH3:52])[C:49]([NH:56][CH3:55])=[O:51])[CH2:15]2)=[CH:10][CH:9]=1. Procedure: According to general procedure D, 1.0 mmol of 3-[(2S,4R,5R)-4-[4-((S)-3-methoxy-2-methyl-propoxymethyl)-phenyl]-5-[4-(3-methoxy-propyl)-3,4-dihydro-2H-benzo[1,4]oxazin-6-ylmethoxy]-1-(toluene-4-sulfonyl)-piperidin-2-yl]-2,2-dimethyl-propionic acid are reacted with methylamine (8M in EtOH) to afford the title compound as yellow oil. Rf=0.25 (EtOAc/heptane 3:1); Rt=5.36 (gradient I). Starting materials: ClC1=C(C=C(C=C1)N=C=O)C(F)(F)F (1-Chloro-4-isocyanato-2-(trifluoromethyl)benzene), O1CCCC1 (tetrahydrofuran), CC1=C(C=C(N)C=C1)[N+](=O)[O-] (4-methyl-3-nitroaniline). The solvent is C(C)(=O)OCC (ethyl acetate). Run at time 6 hour. The product is ClC1=C(C=C(C=C1)NC(=O)NC1=CC(=C(C=C1)C)[N+](=O)[O-])C(F)(F)F (1-(4-chloro-3-(trifluoromethyl)phenyl)-3-(4-methyl-3-nitrophenyl)urea). Yield: 87.3%. As a reaction SMILES: [Cl:1][C:2]1[CH:7]=[CH:6][C:5]([N:8]=[C:9]=[O:10])=[CH:4][C:3]=1[C:11]([F:14])([F:13])[F:12].O1CCCC1.[CH3:20][C:21]1[CH:27]=[CH:26][C:24]([NH2:25])=[CH:23][C:22]=1[N+:28]([O-:30])=[O:29]>C(OCC)(=O)C>[Cl:1][C:2]1[CH:7]=[CH:6][C:5]([NH:8][C:9]([NH:25][C:24]2[CH:26]=[CH:27][C:21]([CH3:20])=[C:22]([N+:28]([O-:30])=[O:29])[CH:23]=2)=[O:10])=[CH:4][C:3]=1[C:11]([F:12])([F:13])[F:14]. Reported procedure: 1-Chloro-4-isocyanato-2-(trifluoromethyl)benzene (9.97 g, 45.0 mmol) was stirred in a solvent of tetrahydrofuran (100 mL). The reaction solution was added with 4-methyl-3-nitroaniline (6.52 g, 42.9 mmol), followed by stirring for about 6 hours at room temperature. The reaction mixture was diluted with ethyl acetate, and washed with a saturated aqueous sodium bicarbonate solution and saline. The organic layer thus obtained was dried over anhydrous sodium sulfate and concentrated under reduced pre... Reactants: CN(C)C=C1C(C2=C(C3=CC=CC=C3N=C2CC1)N=CN(C)C)=O (3,4-Dihydro-2-[(dimethylamino)methylene]-9-[[(dimethylamino)methylene]amino]acridin-1-(2H)-one), CNN (methylhydrazine). The solvent is CCO (EtOH). Yields the product NC=1C2=CC=CC=C2N=C2CCC3=C(C12)N(N=C3)C (11-Amino-4,5-dihydro-1-methyl-1H-pyrazolo[3,4-a]acridine). As a reaction SMILES: C[N:2]([CH:4]=[C:5]1[CH2:18][CH2:17][C:16]2[C:7](=[C:8]([N:19]=CN(C)C)[C:9]3[C:14]([N:15]=2)=[CH:13][CH:12]=[CH:11][CH:10]=3)[C:6]1=O)C.[CH3:25][NH:26]N>CCO>[NH2:19][C:8]1[C:9]2[C:14]([N:15]=[C:16]3[C:7]=1[C:6]1[N:26]([CH3:25])[N:2]=[CH:4][C:5]=1[CH2:18][CH2:17]3)=[CH:13][CH:12]=[CH:11][CH:10]=2. Procedure details: 3,4-Dihydro-2-[(dimethylamino)methylene]-9-[[(dimethylamino)methylene]amino]acridin-1-(2H)-one (3.0 g) was refluxed for 60 min in 150 mL of EtOH containing 8.0 g of methylhydrazine. At the end of this time the solvent was evaporated under reduced pressure and then the residue was adhered to silica with MeOH. Purification by flash chromatography (toluene:MeOH:Et3N, 19:1:1) gave 1.71 g of material which was pure to TLC. This was combined with the product of another run of smaller size and recrysta... Starting materials: CC(C)(C)OC(=O)N1CC(O)C(Sc2ccc(O)cc2)C1, BrCc1ccccc1, CC(C)=O, [K+], [K+], O=C([O-])[O-]. Product: CC(C)(C)OC(=O)N1CC(O)C(Sc2ccc(OCc3ccccc3)cc2)C1. RXN SMILES: [C:1]([CH3:2])([CH3:3])([CH3:4])[O:5][C:6](=[O:7])[N:8]1[CH2:9][CH:10]([OH:21])[CH:11]([S:13][c:14]2[cH:15][cH:16][c:17]([OH:20])[cH:18][cH:19]2)[CH2:12]1.[CH2:28]([c:29]1[cH:30][cH:31][cH:32][cH:33][cH:34]1)[Br:35].[CH3:36][C:37](=[O:38])[CH3:39].[K+:22].[K+:23].[O-:24][C:25]([O-:26])=[O:27]>>[C:1]([CH3:2])([CH3:3])([CH3:4])[O:5][C:6](=[O:7])[N:8]1[CH2:9][CH:10]([OH:21])[CH:11]([S:13][c:14]2[cH:15][cH:16][c:17]([O:20][CH2:28][c:29]3[cH:30][cH:31][cH:32][cH:33][cH:34]3)[cH:18][cH:19]2)[CH2:12]1. Reactants: CC(=Cc1ccccc1)C1COC(C)(C)N1C(=O)OC(C)(C)C, Cl, C1COCCO1. The product is CC(=Cc1ccccc1)C(N)CO. RXN SMILES: [C:1]([O:2][C:3](=[O:7])[N:8]1[C:4]([CH3:5])([CH3:6])[O:10][CH2:11][CH:12]1[C:13](=[CH:14][c:15]1[cH:16][cH:17][cH:18][cH:19][cH:20]1)[CH3:21])([CH3:9])([CH3:22])[CH3:23].[ClH:24].[O:25]1[CH2:26][CH2:27][O:28][CH2:29][CH2:30]1>>[NH2:8][CH:12]([CH2:11][OH:10])[C:13](=[CH:14][c:15]1[cH:16][cH:17][cH:18][cH:19][cH:20]1)[CH3:21]. Reactants: CCCCC(Br)C(C)=O, CN(C)C=O, O, c1c[nH]cn1. The product is CCCCC(C(C)=O)n1ccnc1. As a reaction SMILES: [Br:6][CH:7]([C:8]([CH3:9])=[O:10])[CH2:11][CH2:12][CH2:13][CH3:14].[CH3:16][N:17]([CH3:18])[CH:19]=[O:20].[OH2:15].[nH:1]1[cH:2][n:3][cH:4][cH:5]1>>[n:1]1([CH:7]([C:8]([CH3:9])=[O:10])[CH2:11][CH2:12][CH2:13][CH3:14])[cH:2][n:3][cH:4][cH:5]1.